Task: describe an organic reaction: reactants, conditions, products, and yield. Dataset: the Open Reaction Database (ORD), a public repository of structured organic reaction records Reaction conditions: time 3 hour. As a reaction SMILES: [CH2:1]([O:8][C:9]([NH:11][C@H:12]([C:24]([OH:26])=O)[CH2:13][S:14]([CH:17]([CH2:21][CH2:22][CH3:23])[CH2:18][CH2:19][CH3:20])(=[O:16])=[O:15])=[O:10])[C:2]1[CH:7]=[CH:6][CH:5]=[CH:4][CH:3]=1.Cl.Cl.[NH2:29][C@@H:30]([CH2:44][C:45]1[CH:50]=[C:49]([F:51])[CH:48]=[C:47]([F:52])[CH:46]=1)[C@H:31]([OH:43])[CH2:32][NH:33][CH2:34][C:35]1[CH:40]=[CH:39][CH:38]=[C:37]([CH2:41][CH3:42])[CH:36]=1.CN1CCOCC1.OC1C2N=NNC=2C=CC=1.Cl.CN(C)CCCN=C=NCC>C(Cl)Cl>[CH2:1]([O:8][C:9]([NH:11][C@H:12]([C:24]([NH:29][C@@H:30]([CH2:44][C:45]1[CH:46]=[C:47]([F:52])[CH:48]=[C:49]([F:51])[CH:50]=1)[C@H:31]([OH:43])[CH2:32][NH:33][CH2:34][C:35]1[CH:40]=[CH:39][CH:38]=[C:37]([CH2:41][CH3:42])[CH:36]=1)=[O:26])[CH2:13][S:14]([CH:17]([CH2:18][CH2:19][CH3:20])[CH2:21][CH2:22][CH3:23])(=[O:15])=[O:16])=[O:10])[C:2]1[CH:3]=[CH:4][CH:5]=[CH:6][CH:7]=1 |f:1.2.3,6.7|. Run in C(Cl)Cl (methylene chloride), C(Cl)Cl (methylene chloride). Procedure details: A 250 ml round bottom flask equipped with magnetic stir bar and N2 inlet was charged with 4.0 g (10 mmole) N-[(benzyloxy)carbonyl]-3-[(1-propylbutyl)sulfonyl]alanine and 1.2 g (12 mmole) (2R,3S)-3-amino-4-(3,5-difluorophenyl)-1-[(3-ethylbenzyl)amino]butan-2-ol dihydrochloride in 50 ml anhydrous methylene chloride. To the reaction mixture was added 5.6 ml (51 mmole) NMM, 1.7 g (13 mmole) hydroxybenzotriazole, and lastly 3.1 g (16 mmole) 1-(3-dimethylaminopropyl)-3-ethylcarbodiimide hydrochloride.... The reactants are C(C1=CC=CC=C1)OC(=O)N[C@@H](CS(=O)(=O)C(CCC)CCC)C(=O)O (N-[(benzyloxy)carbonyl]-3-[(1-propylbutyl)sulfonyl]alanine), Cl.Cl.N[C@H]([C@@H](CNCC1=CC(=CC=C1)CC)O)CC1=CC(=CC(=C1)F)F ((2R,3S)-3-amino-4-(3,5-difluorophenyl)-1-[(3-ethylbenzyl)amino]butan-2-ol dihydrochloride), CN1CCOCC1 (NMM), OC1=CC=CC=2NN=NC21 (hydroxybenzotriazole), Cl.CN(CCCN=C=NCC)C (1-(3-dimethylaminopropyl)-3-ethylcarbodiimide hydrochloride). Product: C(C1=CC=CC=C1)OC(=O)N[C@@H](CS(=O)(=O)C(CCC)CCC)C(=O)N[C@H]([C@@H](CNCC1=CC(=CC=C1)CC)O)CC1=CC(=CC(=C1)F)F (N2-[(benzyloxy)carbonyl]-N1-{(1S,2R)-1-(3,5-difluorobenzyl)-3-[(3-ethylbenzyl)amino]-2-hydroxypropyl}-3-[(1-propylbutyl)sulfonyl]alaninamide).